This data is from the Open Reaction Database (ORD), a public repository of structured organic reaction records. The task is: describe an organic reaction: reactants, conditions, products, and yield Starting materials: ClC1=NC2=C(C=CC=C2C(=N1)N1CC2=CC=CC=C2CC1C)OC (2-Chloro-8-Methoxy-4-(3-Methyl-1,2,3,4-Tetrahydroisoquinoline-2-Yl )Quinazoline), FC1=CC(=C(N)C=C1)C (4-fluoro-2-methylaniline). Procedure details: In accordance with the same procedures as in Example 18, except that to a mixture of 2.0 g of the compound (5.9 mM) prepared in Example 12 and 15 ml of dimethyl-formamide, 1.1 ml of 4-fluoro-2-methylaniline(8.9 mM) was added, 0.8 g of the title compound was prepared. The solvent is CN(C=O)C (dimethyl-formamide). The product is Cl.FC1=CC(=C(C=C1)NC1=NC2=C(C=CC=C2C(=N1)N1CC2=CC=CC=C2CC1C)OC)C (2-(4-Fluoro-2-Methylphenyl-Amino)-8-Methoxy-4-(3-Methyl-1,2,3,4-Tetrahydroisoquinoline-2-Yl)Quinazoline Hydrochloride). The yield is 29.0%. RXN SMILES: [Cl:1][C:2]1[N:11]=[C:10]([N:12]2[CH:21]([CH3:22])[CH2:20][C:19]3[C:14](=[CH:15][CH:16]=[CH:17][CH:18]=3)[CH2:13]2)[C:9]2[C:4](=[C:5]([O:23][CH3:24])[CH:6]=[CH:7][CH:8]=2)[N:3]=1.[F:25][C:26]1[CH:32]=[CH:31][C:29]([NH2:30])=[C:28]([CH3:33])[CH:27]=1>CN(C)C=O>[ClH:1].[F:25][C:26]1[CH:32]=[CH:31][C:29]([NH:30][C:2]2[N:11]=[C:10]([N:12]3[CH:21]([CH3:22])[CH2:20][C:19]4[C:14](=[CH:15][CH:16]=[CH:17][CH:18]=4)[CH2:13]3)[C:9]3[C:4](=[C:5]([O:23][CH3:24])[CH:6]=[CH:7][CH:8]=3)[N:3]=2)=[C:28]([CH3:33])[CH:27]=1 |f:3.4|. Starting materials: C1COCCOCCOCCOCCO1, CCOC(=O)c1cc(-c2ccccc2)[nH]c1F, [H-], [Na+], C1CCOC1, O=S(=O)(Cl)c1ccccc1. Product: CCOC(=O)c1cc(-c2ccccc2)n(S(=O)(=O)c2ccccc2)c1F. Reaction SMILES: [CH2:20]1[O:21][CH2:22][CH2:23][O:24][CH2:25][CH2:26][O:27][CH2:28][CH2:29][O:30][CH2:31][CH2:32][O:33][CH2:34]1.[F:1][c:2]1[nH:3][c:4](-[c:12]2[cH:13][cH:14][cH:15][cH:16][cH:17]2)[cH:5][c:6]1[C:7](=[O:8])[O:9][CH2:10][CH3:11].[H-:18].[Na+:19].[O:45]1[CH2:46][CH2:47][CH2:48][CH2:49]1.[c:35]1([S:41](=[O:42])(=[O:43])[Cl:44])[cH:36][cH:37][cH:38][cH:39][cH:40]1>>[F:1][c:2]1[n:3]([S:41]([c:35]2[cH:36][cH:37][cH:38][cH:39][cH:40]2)(=[O:42])=[O:43])[c:4](-[c:12]2[cH:13][cH:14][cH:15][cH:16][cH:17]2)[cH:5][c:6]1[C:7](=[O:8])[O:9][CH2:10][CH3:11].